This data is from the Open Reaction Database (ORD), a public repository of structured organic reaction records. The task is: describe an organic reaction: reactants, conditions, products, and yield The reactants are C[O-].[Na+] (sodium methoxide), C1(=CC=C(OC)C=C1)C(=O)CC1=CC=C(OC)C=C1 (desoxyanisoin), O1CCCC1 (tetrahydrofuran), C(=O)OCC (ethyl formate). The solvent is C(C)O (ethanol). Run at time 1 hour. The product is C(=O)C(C(C1=CC=C(OC)C=C1)=O)C1=CC=C(OC)C=C1 (α-Formyl desoxyanisoin). RXN SMILES: C[O-].[Na+].[CH:4](OCC)=[O:5].[C:9]1([C:17]([CH2:19][C:20]2[CH:27]=[CH:26][C:23]([O:24][CH3:25])=[CH:22][CH:21]=2)=[O:18])[CH:16]=[CH:15][C:12]([O:13][CH3:14])=[CH:11][CH:10]=1.O1CCCC1>C(O)C>[CH:4]([CH:19]([C:20]1[CH:21]=[CH:22][C:23]([O:24][CH3:25])=[CH:26][CH:27]=1)[C:17](=[O:18])[C:9]1[CH:10]=[CH:11][C:12]([O:13][CH3:14])=[CH:15][CH:16]=1)=[O:5] |f:0.1|. Reported procedure: A solution of sodium methoxide (11.9 g, 0.22 mole) in 80 ml ethanol was cooled in an ice bath and treated with ethyl formate (20 ml, 0.24 mole). A solution of desoxyanisoin (51.2 g, 0.2 mole) in 275 ml warm tetrahydrofuran was then added while maintaining the reaction temperature below 5°. The reaction mixture was stirred for 1 hour at 0° and then stirred overnight at room temperature. Reactants: FC1=C(C=CC(=C1C(=O)C1=CNC2=NC=C(C=C21)C=2C=C1C=NNC1=CC2)F)NS(=O)(=O)CCC (propane-1-sulfonic acid {2,4-difluoro-3-[5-(1H-indazol-5-yl)-1H-pyrrolo[2,3-b]pyridine-3-carbonyl]-phenyl}-amide), C(C)(=O)OC(C)=O (acetic anhydride). Solvent: C(C)#N (acetonitrile). Reaction conditions: time 3 hour. Yields the product C(C)(=O)N1N=CC2=CC(=CC=C12)C=1C=C2C(=NC1)NC=C2C(=O)C=2C(=C(C=CC2F)NS(=O)(=O)CCC)F (propane-1-sulfonic acid {3-[5-(1-acetyl-1H-indazol-5-yl)-1H-pyrrolo[2,3-b]pyridine-3-carbonyl]-2,4-difluoro-phenyl}-amide). RXN SMILES: [F:1][C:2]1[C:7]([C:8]([C:10]2[C:18]3[C:13](=[N:14][CH:15]=[C:16]([C:19]4[CH:20]=[C:21]5[C:25](=[CH:26][CH:27]=4)[NH:24][N:23]=[CH:22]5)[CH:17]=3)[NH:12][CH:11]=2)=[O:9])=[C:6]([F:28])[CH:5]=[CH:4][C:3]=1[NH:29][S:30]([CH2:33][CH2:34][CH3:35])(=[O:32])=[O:31].[C:36](OC(=O)C)(=[O:38])[CH3:37]>C(#N)C>[C:36]([N:24]1[C:25]2[C:21](=[CH:20][C:19]([C:16]3[CH:17]=[C:18]4[C:10]([C:8]([C:7]5[C:2]([F:1])=[C:3]([NH:29][S:30]([CH2:33][CH2:34][CH3:35])(=[O:31])=[O:32])[CH:4]=[CH:5][C:6]=5[F:28])=[O:9])=[CH:11][NH:12][C:13]4=[N:14][CH:15]=3)=[CH:27][CH:26]=2)[CH:22]=[N:23]1)(=[O:38])[CH3:37]. Reported procedure: Into a round bottom flask, propane-1-sulfonic acid {2,4-difluoro-3-[5-(1H-indazol-5-yl)-1H-pyrrolo[2,3-b]pyridine-3-carbonyl]-phenyl}-amide (P-0001, 0.020 g, 0.040 mmol) is combined with acetic anhydride (0.023 mL, 0.24 mmol) and 4 mL of acetonitrile. The reaction is stirred at room temperature for 3 hours, then concentrated under vacuum, combined with water and extracted with ethyl acetate. The organic layer is dried over sodium sulfate, filtered and the filtrate concentrated under vacuum. The ...